Dataset: the Open Reaction Database (ORD), a public repository of structured organic reaction records. Task: describe an organic reaction: reactants, conditions, products, and yield Starting materials: N1(CCCC1)C1=CCCC1 (1-pyrrolidino-1-cyclopentene), C(C)O (ethanol), BrC1=CC=C(C(CBr)=O)C=C1 (p-bromophenacyl bromide), crystals. Yields the product BrC1=CC=C(C(CC2C(CCC2)=O)=O)C=C1 (2-(p-Bromophenacyl)cyclopentanone). As a reaction SMILES: N1([C:6]2[CH2:10][CH2:9][CH2:8][CH:7]=2)CCCC1.[Br:11][C:12]1[CH:21]=[CH:20][C:15]([C:16](=[O:19])[CH2:17]Br)=[CH:14][CH:13]=1.C([OH:24])C>>[Br:11][C:12]1[CH:21]=[CH:20][C:15]([C:16](=[O:19])[CH2:17][CH:6]2[CH2:7][CH2:8][CH2:9][C:10]2=[O:24])=[CH:14][CH:13]=1. Procedure details: (0.18 mole) of 1-pyrrolidino-1-cyclopentene and 50 g. (0.18 mole) of p-bromophenacyl bromide by the method described in Example 39a gave 20.8 g. (41%) of crystals, m.p. 59°-61° (from ethanol).